The task is: describe an organic reaction: reactants, conditions, products, and yield. This data is from the Open Reaction Database (ORD), a public repository of structured organic reaction records. Reactants: C=CCNC(=O)CC(C)C(=O)OC(C)(C)C, CC[SiH](CC)CC, ClCCl, O=C(O)C(F)(F)F. Product: C=CCNC(=O)CC(C)C(=O)O. As a reaction SMILES: [C:1]([CH3:2])([CH3:3])([CH3:4])[O:5][C:6]([CH:7]([CH2:8][C:9](=[O:10])[NH:11][CH2:12][CH:13]=[CH2:14])[CH3:15])=[O:16].[CH2:17]([SiH:18]([CH2:19][CH3:20])[CH2:21][CH3:22])[CH3:23].[Cl:31][CH2:32][Cl:33].[F:24][C:25]([F:26])([F:27])[C:28]([OH:29])=[O:30]>>[O:5]=[C:6]([CH:7]([CH2:8][C:9](=[O:10])[NH:11][CH2:12][CH:13]=[CH2:14])[CH3:15])[OH:16]. Starting materials: C(C)(C)NC1=CC=C2C=3C(=CC=C(C3NC2=C1)C(=O)N)B1OC(C(O1)(C)C)(C)C (7-(isopropylamino)-4-(4,4,5,5-tetramethyl-1,3,2-dioxaborolan-2-yl)-9H-carbazole-1-carboxamide), OC(=O)C(F)(F)F.BrC=1C(=C(C=CC1)N1C(C=2N(C=C1)C=CN2)=O)C (7-(3-bromo-2-methylphenyl)imidazo[1,2-a]pyrazin-8(7H)-one TFA salt), OC(=O)C(F)(F)F.BrC=1C(=C(C=CC1)N1C(C=2N(C=C1)C=CN2)=O)C (7-(3-bromo-2-methylphenyl)imidazo[1,2-a]pyrazin-8(7H)-one TFA salt), C([O-])([O-])=O.[Na+].[Na+] (sodium carbonate). Reagents/catalysts: C=1C=CC(=CC1)[P](C=2C=CC=CC2)(C=3C=CC=CC3)[Pd]([P](C=4C=CC=CC4)(C=5C=CC=CC5)C=6C=CC=CC6)([P](C=7C=CC=CC7)(C=8C=CC=CC8)C=9C=CC=CC9)[P](C=1C=CC=CC1)(C=1C=CC=CC1)C=1C=CC=CC1 (tetrakis(triphenylphosphine)palladium). Solvent: C=1(C(=CC=CC1)CCO)C (toluene-ethanol). Reaction conditions: temperature 90 celsius. Product: C(C)(C)NC1=CC=C2C=3C(=CC=C(C3NC2=C1)C(=O)N)C1=C(C(=CC=C1)N1C(C=2N(C=C1)C=CN2)=O)C (7-(isopropylamino)-4-(2-methyl-3-(8-oxoimidazo[1,2-a]pyrazin-7(8H)-yl)phenyl)-9H-carbazole-1-carboxamide). Reaction SMILES: [CH:1]([NH:4][C:5]1[CH:17]=[C:16]2[C:8]([C:9]3[C:10](B4OC(C)(C)C(C)(C)O4)=[CH:11][CH:12]=[C:13]([C:18]([NH2:20])=[O:19])[C:14]=3[NH:15]2)=[CH:7][CH:6]=1)([CH3:3])[CH3:2].OC(C(F)(F)F)=O.Br[C:38]1[C:39]([CH3:54])=[C:40]([N:44]2[CH:49]=[CH:48][N:47]3[CH:50]=[CH:51][N:52]=[C:46]3[C:45]2=[O:53])[CH:41]=[CH:42][CH:43]=1.C(=O)([O-])[O-].[Na+].[Na+]>C1(C)C(CCO)=CC=CC=1.C1C=CC([P]([Pd]([P](C2C=CC=CC=2)(C2C=CC=CC=2)C2C=CC=CC=2)([P](C2C=CC=CC=2)(C2C=CC=CC=2)C2C=CC=CC=2)[P](C2C=CC=CC=2)(C2C=CC=CC=2)C2C=CC=CC=2)(C2C=CC=CC=2)C2C=CC=CC=2)=CC=1>[CH:1]([NH:4][C:5]1[CH:17]=[C:16]2[C:8]([C:9]3[C:10]([C:38]4[CH:43]=[CH:42][CH:41]=[C:40]([N:44]5[CH:49]=[CH:48][N:47]6[CH:50]=[CH:51][N:52]=[C:46]6[C:45]5=[O:53])[C:39]=4[CH3:54])=[CH:11][CH:12]=[C:13]([C:18]([NH2:20])=[O:19])[C:14]=3[NH:15]2)=[CH:7][CH:6]=1)([CH3:2])[CH3:3] |f:1.2,3.4.5,^1:74,76,95,114|. Reported procedure: Step 2 A suspension of impure 7-(isopropylamino)-4-(4,4,5,5-tetramethyl-1,3,2-dioxaborolan-2-yl)-9H-carbazole-1-carboxamide (60 mg, 0.053 mmol), 7-(3-bromo-2-methylphenyl)imidazo[1,2-a]pyrazin-8(7H)-one TFA salt (Intermediate 11-1, 22.3 mg, 0.053 mmol), tetrakis(triphenylphosphine)palladium (3.1 mg, 0.003 mmol) and 2 M aqueous sodium carbonate (0.080 mL, 0.160 mmol) in toluene-ethanol (4:1, 1.3 mL) was heated under nitrogen at 90° C. overnight. The mixture was concentrated and the residue was pu...